This data is from the Open Reaction Database (ORD), a public repository of structured organic reaction records. The task is: describe an organic reaction: reactants, conditions, products, and yield Starting materials: CC1=NC(=CC(=N1)C)C (2,4,6-trimethyl-pyrimidine), BrC(C(C)=O)C1=NC(=NC(=C1)C)SC (1-bromo-1-(6-methyl-2-methylsulfanyl-pyrimidin-4-yl)-propan-2-one), CC1=NC(=NC(=C1)C)SC (4,6-dimethyl-2-methylsulfanyl-pyrimidine). Yields the product BrC(C(C)=O)C1=NC(=NC(=C1)C)C (1-Bromo-1-(2,6-dimethyl-pyrimidin-4-yl)-propan-2-one). Reaction SMILES: [CH3:1]C1N=C(C)C=C(C)N=1.[Br:10][CH:11]([C:15]1[CH:20]=[C:19]([CH3:21])[N:18]=[C:17](SC)[N:16]=1)[C:12](=[O:14])[CH3:13].CC1C=C(C)N=C(SC)N=1>>[Br:10][CH:11]([C:15]1[CH:20]=[C:19]([CH3:21])[N:18]=[C:17]([CH3:1])[N:16]=1)[C:12](=[O:14])[CH3:13]. Procedure: This material is prepared from 2,4,6-trimethyl-pyrimidine following the 2-step protocol used to prepare 1-bromo-1-(6-methyl-2-methylsulfanyl-pyrimidin-4-yl)-propan-2-one (AC3) from 4,6-dimethyl-2-methylsulfanyl-pyrimidine (AC1). Reaction SMILES: [CH3:1][O:2][C:3](=[O:27])[CH2:4][CH2:5][CH2:6][CH2:7][CH2:8][O:9][C:10]1[CH:11]=[CH:12][C:13]2[NH:17][C:16](=O)[N:15]([C:19]3[CH:24]=[CH:23][C:22]([CH3:25])=[CH:21][CH:20]=3)[C:14]=2[CH:26]=1.C(=O)(O)[O-].[Na+].P(Cl)(Cl)([Cl:35])=O>>[CH3:1][O:2][C:3](=[O:27])[CH2:4][CH2:5][CH2:6][CH2:7][CH2:8][O:9][C:10]1[CH:11]=[CH:12][C:13]2[N:17]=[C:16]([Cl:35])[N:15]([C:19]3[CH:24]=[CH:23][C:22]([CH3:25])=[CH:21][CH:20]=3)[C:14]=2[CH:26]=1 |f:1.2|. Product: COC(CCCCCOC=1C=CC2=C(N(C(=N2)Cl)C2=CC=C(C=C2)C)C1)=O (6-[[2-Chloro-1-(4-methylphenyl)-1H-benzimidazol-6-yl]oxy]hexanoic acid methyl ester). Procedure: 2.5 g of 6-[[1-(4-methylphenyl)-2-oxo-2,3-dihydro-1H-benzoimidazol-6-yl]oxy]hexanoic acid methyl ester was mixed with 10 ml of phosphorus oxychloride, and the mixture was refluxed for 2 hours. After cooling, it was stirred into saturated sodium bicarbonate solution, extracted three times with ethyl acetate, the combined organic phases were dried on sodium sulfate and concentrated by evaporation in a vacuum. The residue was purified by column chromatography on silica gel. 1.28 g was obtained. The reactants are COC(CCCCCOC=1C=CC2=C(N(C(N2)=O)C2=CC=C(C=C2)C)C1)=O (6-[[1-(4-methylphenyl)-2-oxo-2,3-dihydro-1H-benzoimidazol-6-yl]oxy]hexanoic acid methyl ester), P(=O)(Cl)(Cl)Cl (phosphorus oxychloride), C([O-])(O)=O.[Na+] (sodium bicarbonate). The reactants are CC(C)(C)[O-].[K+] (potassium tert-butylate), CC(C=C=CCN)(C)C ((2,2-dimethyl-propylidene)allylamine), C1=CC=CC=C1 (benzene). The product is CC(C=NC=CC)(C)C ((2,2'-dimethyl-propylidene)-propenylamine). Yield: 98.5%. RXN SMILES: [CH3:1][C:2]([O-])([CH3:4])[CH3:3].[K+].CC(C)(C)C=[C:10]=[CH:11][CH2:12][NH2:13].[CH:16]1C=CC=CC=1>>[CH3:1][C:2]([CH3:4])([CH3:16])[CH:3]=[N:13][CH:12]=[CH:11][CH3:10] |f:0.1|. Procedure details: The procedure is carried out as described in Example 1, with the use however in this case of 10 g of potassium tert-butylate, 330 g (2.95 mols) of (2,2-dimethyl-propylidene)allylamine and 450 ml of benzene. After a reaction time of 3.5 hours at 40° C., there is obtained 325 g (2.9 mols) of (2,2'-dimethyl-propylidene)-propenylamine, corresponding to a yield of 98.5% of theory, as a cis/trans isomeric mixture in the weight ratio of 65:35; b.p. 110° C.; nD20 =1.4487. Isolated yield 77.0%. Procedure: tert-butyl (S)-1-((R)-2,2,2-trifluoro-1-(3-(6-fluoro-7-(2-hydroxyethoxy)quinolin-2-yl)-[1,2,4]triazolo[4,3-a]pyridin-6-yl)ethyl)pyrrolidin-3-ylcarbamate (200 mg, 0.339 mmol) was stirred in TFA (3 mL) for 1 hour and then concentrated. The residue was dissolved in minimum methanol and added dropwise to a 4N HCl in ether solution. The resulting solid was filtered and dried to yield 2-(2-(6-((R)-1-((S)-3-aminopyrrolidin-1-yl)-2,2,2-trifluoroethyl)-[1,2,4]triazolo[4,3-a]pyridin-3-yl)-6-fluoro quinoli... Yields the product N[C@@H]1CN(CC1)[C@@H](C(F)(F)F)C=1C=CC=2N(C1)C(=NN2)C2=NC1=CC(=C(C=C1C=C2)F)OCCO (2-(2-(6-((R)-1-((S)-3-aminopyrrolidin-1-yl)-2,2,2-trifluoroethyl)-[1,2,4]triazolo[4,3-a]pyridin-3-yl)-6-fluoro quinolin-7-yloxy)ethanol). Reaction SMILES: [F:1][C:2]([F:42])([F:41])[C@H:3]([N:28]1[CH2:32][CH2:31][C@H:30]([NH:33]C(=O)OC(C)(C)C)[CH2:29]1)[C:4]1[CH:5]=[CH:6][C:7]2[N:8]([C:10]([C:13]3[CH:22]=[CH:21][C:20]4[C:15](=[CH:16][C:17]([O:24][CH2:25][CH2:26][OH:27])=[C:18]([F:23])[CH:19]=4)[N:14]=3)=[N:11][N:12]=2)[CH:9]=1>C(O)(C(F)(F)F)=O>[NH2:33][C@H:30]1[CH2:31][CH2:32][N:28]([C@H:3]([C:4]2[CH:5]=[CH:6][C:7]3[N:8]([C:10]([C:13]4[CH:22]=[CH:21][C:20]5[C:15](=[CH:16][C:17]([O:24][CH2:25][CH2:26][OH:27])=[C:18]([F:23])[CH:19]=5)[N:14]=4)=[N:11][N:12]=3)[CH:9]=2)[C:2]([F:41])([F:1])[F:42])[CH2:29]1. Solvent: C(=O)(C(F)(F)F)O (TFA). The reactants are FC([C@@H](C=1C=CC=2N(C1)C(=NN2)C2=NC1=CC(=C(C=C1C=C2)F)OCCO)N2C[C@H](CC2)NC(OC(C)(C)C)=O)(F)F (tert-butyl (S)-1-((R)-2,2,2-trifluoro-1-(3-(6-fluoro-7-(2-hydroxyethoxy)quinolin-2-yl)-[1,2,4]triazolo[4,3-a]pyridin-6-yl)ethyl)pyrrolidin-3-ylcarbamate).